Dataset: the Open Reaction Database (ORD), a public repository of structured organic reaction records. Task: describe an organic reaction: reactants, conditions, products, and yield Reported procedure: Finally, by catalytic hydrogenation of this mixture of D-arabinose and D-lyxose, and still without separating the two principal components of the mixture, D-arabitol is obtained in the practically pure state since D-lyxitol is a synonym of D-arabitol. Product: C([C@@H](O)[C@@H](O)[C@H](O)CO)O (D-lyxitol). Reaction SMILES: [O:1]=[CH:2][C@H:3]([C@@H:5]([C@@H:7]([CH2:9][OH:10])[OH:8])[OH:6])[OH:4].O=C[C@H]([C@H]([C@@H](CO)O)O)O>>[CH2:2]([OH:1])[C@H:3]([C@H:5]([C@@H:7]([CH2:9][OH:10])[OH:8])[OH:6])[OH:4]. Reactants: O=C[C@@H](O)[C@H](O)[C@H](O)CO (D-arabinose), O=C[C@@H](O)[C@@H](O)[C@H](O)CO (D-lyxose). The reactants are P(=O)([O-])([O-])[O-] (phosphate), O=C1C2C(C2CC1)C(=O)OCC (racemic ethyl (1SR,5RS,6SR)-2-oxobicyclo[3.1.0]hexane-6-carboxylate). Solvent: CCCCCC (n-hexane). Conditions: temperature 40 celsius. Yields the product O=C1[C@H]2[C@@H]([C@H]2CC1)C(=O)O ((−)-(1R,5S,6R)-2-oxobicyclo [3.1.0]hexane6-carboxylic acid). As a reaction SMILES: P([O-])([O-])([O-])=O.[O:6]=[C:7]1[CH2:12][CH2:11][CH:10]2[CH:8]1[CH:9]2[C:13]([O:15]CC)=[O:14]>CCCCCC>[O:6]=[C:7]1[CH2:12][CH2:11][C@H:10]2[C@@H:8]1[C@@H:9]2[C:13]([OH:15])=[O:14]. Reported procedure: As the present enzyme, each of the various commercial enzymes shown in Table 1 was added in an amount shown in Table 2 to 1 ml of 100 mM phosphate buffer (pH 7.0) and dissolved therein. 10 mg of racemic ethyl (1SR,5RS,6SR)-2-oxobicyclo[3.1.0]hexane-6-carboxylate was dissolved in 1 ml n-hexane, then added to the enzyme solution, and heated to 40° C. and the mixture was stirred. After the time shown as the reaction time in Table 2 elapsed, an aliquot of the reaction solution was removed and analyz... Starting materials: O=C1CCCCCN1, CS(C)=O, CN(C)C(=O)N(C)C, ClCc1ccccc1, O. Yields the product O=C1CCCCCN1Cc1ccccc1. As a reaction SMILES: [C:1]1(=[O:8])[CH2:2][CH2:3][CH2:4][CH2:5][CH2:6][NH:7]1.[CH3:26][S:27]([CH3:28])=[O:29].[CH3:9][N:10]([CH3:11])[C:12](=[O:13])[N:14]([CH3:15])[CH3:16].[Cl:17][CH2:18][c:19]1[cH:20][cH:21][cH:22][cH:23][cH:24]1.[OH2:25]>>[C:1]1(=[O:8])[CH2:2][CH2:3][CH2:4][CH2:5][CH2:6][N:7]1[CH2:18][c:19]1[cH:20][cH:21][cH:22][cH:23][cH:24]1. Starting materials: OCC1CN(Cc2ccccc2)CCN1Cc1ccccc1, ClC(Cl)(Cl)Cl, O, O=S(Cl)Cl. Yields the product ClCC1CN(Cc2ccccc2)CCN1Cc1ccccc1. RXN SMILES: [CH2:5]([c:6]1[cH:7][cH:8][cH:9][cH:10][cH:11]1)[N:12]1[CH:13]([CH2:25][OH:26])[CH2:14][N:15]([CH2:18][c:19]2[cH:20][cH:21][cH:22][cH:23][cH:24]2)[CH2:16][CH2:17]1.[Cl:28][C:29]([Cl:30])([Cl:31])[Cl:32].[OH2:27].[S:1]([Cl:2])([Cl:3])=[O:4]>>[Cl:3][CH2:25][CH:13]1[N:12]([CH2:5][c:6]2[cH:7][cH:8][cH:9][cH:10][cH:11]2)[CH2:17][CH2:16][N:15]([CH2:18][c:19]2[cH:20][cH:21][cH:22][cH:23][cH:24]2)[CH2:14]1. Reactants: ClC1=C(C=CC=C1)N1C(NC2=NC(=NC=C2C1=O)SC)=O (3-(2-chlorophenyl)-7-(methylthio)pyrimido[4,5-d]pyrimidine-2,4(1H,3H)-dione), O=P(Cl)(Cl)Cl (POCl3), C(C)(C)N(CC)C(C)C (diisopropylethylamine). Yields the product ClC=1N(C(C=2C(=NC(=NC2)SC)N1)=O)C1=C(C=CC=C1)Cl (2-chloro-3-(2-chlorophenyl)-7-(methylthio)pyrimido[4,5-d]pyrimidin-4(3H)-one). RXN SMILES: [Cl:1][C:2]1[CH:7]=[CH:6][CH:5]=[CH:4][C:3]=1[N:8]1[C:17](=[O:18])[C:16]2[C:11](=[N:12][C:13]([S:19][CH3:20])=[N:14][CH:15]=2)[NH:10][C:9]1=O.O=P(Cl)(Cl)[Cl:24].C(N(C(C)C)CC)(C)C>>[Cl:24][C:9]1[N:8]([C:3]2[CH:4]=[CH:5][CH:6]=[CH:7][C:2]=2[Cl:1])[C:17](=[O:18])[C:16]2[C:11]([N:10]=1)=[N:12][C:13]([S:19][CH3:20])=[N:14][CH:15]=2. Procedure: A mixture of Example 1A (15.9 g, 49.6 mmol) in POCl3 (55 ml, 590 mmol) and diisopropylethylamine (55 ml, 315 mmol) was heated at 90° C. for 1.5 hours. The reaction mixture was concentrated. The residue was treated with ice and saturated NaHCO3 carefully and then extracted with ethyl acetate. The insoluble material suspended in the two layers was filtered, washed with ether and water, and oven dried to provide the title compound. The two layers in the filtrate were separated. The aqueous layer wa...